This data is from the Open Reaction Database (ORD), a public repository of structured organic reaction records. The task is: describe an organic reaction: reactants, conditions, products, and yield Reactants: ClCCl, C=C(C)c1ccccc1, [Cl-], [Cl-], Cl, CC(C)(N=C=O)c1ccc2cc(C(C)(C)N=C=O)ccc2c1, N#CO[Na], O, [Zn+2], c1ccncc1. Product: CC(C)(Cl)c1ccccc1. As a reaction SMILES: [CH2:43]([Cl:44])[Cl:45].[CH3:2][C:3](=[CH2:4])[c:5]1[cH:6][cH:7][cH:8][cH:9][cH:10]1.[Cl-:46].[Cl-:48].[ClH:1].[N:11]([C:12]([c:13]1[cH:14][cH:15][c:16]2[c:17]([cH:18][cH:19][c:20]([C:21]([CH3:22])([N:23]=[C:24]=[O:25])[CH3:26])[cH:27]2)[cH:28]1)([CH3:29])[CH3:30])=[C:31]=[O:32].[Na:33][O:34][C:35]#[N:36].[OH2:49].[Zn+2:47].[cH:37]1[cH:38][cH:39][n:40][cH:41][cH:42]1>>[Cl:1][C:3]([CH3:2])([CH3:4])[c:5]1[cH:6][cH:7][cH:8][cH:9][cH:10]1. The reactants are CCCCCCCCCCCCCCCCCC(=O)CCCCCCCCCCCCCCCCC (stearone), Cl[Si](CC)(CC)CC (chlorotriethylsilane), C(C)(=O)C=1SC=CC1 (2-acetylthiophene), CCCCC(CCCC)=O (5-nonanone), siloxy, FOC(F)(F)F (trifluoromethyl hypofluorite). Yields the product FC(CCC)C(CCCC)=O (4-fluorononane-5-one), α-fluorostearone. RXN SMILES: C(C1SC=CC=1)(=O)C.[CH3:9][CH2:10][CH2:11][CH2:12][C:13](=[O:18])[CH2:14][CH2:15][CH2:16][CH3:17].CCCCCCCCCCCCCCCCCC(CCCCCCCCCCCCCCCCC)=O.Cl[Si](CC)(CC)CC.[F:63]OC(F)(F)F>>[F:63][CH:12]([C:13](=[O:18])[CH2:14][CH2:15][CH2:16][CH3:17])[CH2:11][CH2:10][CH3:9]. Reported procedure: Similarly, 2-acetylthiophene, 5-nonanone and stearone give, for example, by treatment with chlorotriethylsilane, the corresponding siloxy compounds which, upon reaction with trifluoromethyl hypofluorite, give 2-β-fluoroacetylthiophene, 4-fluorononane-5-one and α-fluorostearone, respectively. Reactants: N1(CCOCC1)C1=CC=C(C=C1)NC=1C=2N(C(=CN1)C1=CC(NC=C1)=O)C=CN2 (4-[8-(4-Morpholin-4-yl-phenylamino)imidazo[1,2-a]pyrazin-5-yl]-1H-pyridin-2-one), CC(C)(C)[O-].[Na+] (NaOtBu), C(C)N(CCNC(=O)C1=NC=C(C=C1)NC=1C=2N(C(=CN1)Br)C=CN2)CC (5-(5-bromo-imidazo[1,2-a]pyrazin-8-ylamino)-pyridine-2-carboxylic acid (2-diethylamino-ethyl)-amide), CC1(OB(OC1(C)C)C=1C=NNC1)C (4-(4,4,5,5-tetramethyl-[1,3,2]dioxaborolan-2-yl)-1H-pyrazole). Reagents/catalysts: C=1C=CC(=CC1)[P](C=2C=CC=CC2)(C=3C=CC=CC3)[Pd]([P](C=4C=CC=CC4)(C=5C=CC=CC5)C=6C=CC=CC6)([P](C=7C=CC=CC7)(C=8C=CC=CC8)C=9C=CC=CC9)[P](C=1C=CC=CC1)(C=1C=CC=CC1)C=1C=CC=CC1 (Pd(PPh3)4). Run in CN(C)C=O.O (DMF water). Yields the product C(C)N(CCNC(=O)C1=NC=C(C=C1)NC=1C=2N(C(=CN1)C=1C=NNC1)C=CN2)CC (5-[5-(1H-Pyrazol-4-yl)-imidazo[1,2-a]pyrazin-8-ylamino]-pyridine-2-carboxylic acid (2-diethylamino-ethyl)-amide). The yield is 18.3%. Reaction SMILES: N1(C2C=CC(NC3C4N(C=CN=4)C(C4C=CNC(=O)C=4)=CN=3)=CC=2)CCOCC1.[CH2:30]([N:32]([CH2:55][CH3:56])[CH2:33][CH2:34][NH:35][C:36]([C:38]1[CH:43]=[CH:42][C:41]([NH:44][C:45]2[C:46]3[N:47]([CH:52]=[CH:53][N:54]=3)[C:48](Br)=[CH:49][N:50]=2)=[CH:40][N:39]=1)=[O:37])[CH3:31].CC1(C)C(C)(C)OB([C:65]2[CH:66]=[N:67][NH:68][CH:69]=2)O1.CC([O-])(C)C.[Na+]>CN(C=O)C.O.C1C=CC([P]([Pd]([P](C2C=CC=CC=2)(C2C=CC=CC=2)C2C=CC=CC=2)([P](C2C=CC=CC=2)(C2C=CC=CC=2)C2C=CC=CC=2)[P](C2C=CC=CC=2)(C2C=CC=CC=2)C2C=CC=CC=2)(C2C=CC=CC=2)C2C=CC=CC=2)=CC=1>[CH2:30]([N:32]([CH2:55][CH3:56])[CH2:33][CH2:34][NH:35][C:36]([C:38]1[CH:43]=[CH:42][C:41]([NH:44][C:45]2[C:46]3[N:47]([CH:52]=[CH:53][N:54]=3)[C:48]([C:65]3[CH:66]=[N:67][NH:68][CH:69]=3)=[CH:49][N:50]=2)=[CH:40][N:39]=1)=[O:37])[CH3:31] |f:3.4,5.6,^1:86,88,107,126|. Reported procedure: In the same way as described for Compound 85, step 1, using 5-(5-bromo-imidazo[1,2-a]pyrazin-8-ylamino)-pyridine-2-carboxylic acid (2-diethylamino-ethyl)-amide (169 mg, 0.39 mmol), 4-(4,4,5,5-tetramethyl-[1,3,2]dioxaborolan-2-yl)-1H-pyrazole (91 mg, 0.47 mmol), Pd(PPh3)4 (45 mg, 0.039 mmol) and NaOtBu (150 mg, 1.56 mmol) in DMF:water (3:1, 9 mL). The crude residue is purified by reverse phase preparative HPLC to give the title compound (30 mg, 18%). LCMS: Rt 1.81 min (97.6%); m/z (APCI) 420 (M+H... The reactants are CN1N=CC(=C1C(NC1=CC=2N(C=C1)N=C(N2)C2=CC=CC=C2)=O)C(=O)O (1-methyl-5-(2-phenyl-[1,2,4]triazolo[1,5-a]pyridin-7-ylcarbamoyl)-1H-pyrazole-4-carboxylic acid), Cl.CN (methanamine hydrochloride), C(C)(C)N(CC)C(C)C (diisopropylethylamine), CCCP(=O)=O (propylphosphonic anhydride). Solvent: O1CCCC1 (tetrahydrofurane). Run at temperature 70 celsius, time 4 hour. Yields the product CNC(=O)C=1C=NN(C1C(=O)NC1=CC=2N(C=C1)N=C(N2)C2=CC=CC=C2)C (N4,1-dimethyl-N5-(2-phenyl-[1,2,4]triazolo[1,5-a]pyridin-7-yl)-1H-pyrazole-4,5-dicarboxamide). Yield: 66.6%. As a reaction SMILES: [CH3:1][N:2]1[C:6]([C:7](=[O:24])[NH:8][C:9]2[CH:14]=[CH:13][N:12]3[N:15]=[C:16]([C:18]4[CH:23]=[CH:22][CH:21]=[CH:20][CH:19]=4)[N:17]=[C:11]3[CH:10]=2)=[C:5]([C:25](O)=[O:26])[CH:4]=[N:3]1.Cl.CN.[CH:31]([N:34](C(C)C)CC)(C)C.CCCP(=O)=O>O1CCCC1>[CH3:31][NH:34][C:25]([C:5]1[CH:4]=[N:3][N:2]([CH3:1])[C:6]=1[C:7]([NH:8][C:9]1[CH:14]=[CH:13][N:12]2[N:15]=[C:16]([C:18]3[CH:19]=[CH:20][CH:21]=[CH:22][CH:23]=3)[N:17]=[C:11]2[CH:10]=1)=[O:24])=[O:26] |f:1.2|. Reported procedure: A mixture of 1-methyl-5-(2-phenyl-[1,2,4]triazolo[1,5-a]pyridin-7-ylcarbamoyl)-1H-pyrazole-4-carboxylic acid (100 mg, 276 μmol), methanamine hydrochloride (186 mg, 2.76 mmol), diisopropylethylamine (627 μl, 3.59 mmol) and propylphosphonic anhydride (50% in ethyl acetate, 407 μl, 690 μmol) in tetrahydrofurane (7.00 ml) is stirred for 4 hours at 70° C. and then over the weekend at 25° C. under nitrogen atmosphere. The solvent is evaporated and to the residue is added sat. aqueous sodium hydrogenca... Reactants: OC(COC1=C2CCC(NC2=CC=C1)=O)CSC1=CC=CC=C1 (5-(2-hydroxy-3-phenylmercapto-propoxy)-3,4-dihydro-carbostyril), OO (hydrogen peroxide). Product: OC(COC1=C2CCC(NC2=CC=C1)=O)CS(=O)C1=CC=CC=C1 (5-(2-Hydroxy-3-phenylsulfinyl-propoxy)-3,4-dihydro-carbostyril). Reaction SMILES: [OH:1][CH:2]([CH2:16][S:17][C:18]1[CH:23]=[CH:22][CH:21]=[CH:20][CH:19]=1)[CH2:3][O:4][C:5]1[CH:14]=[CH:13][CH:12]=[C:11]2[C:6]=1[CH2:7][CH2:8][C:9](=[O:15])[NH:10]2.[OH:24]O>>[OH:1][CH:2]([CH2:16][S:17]([C:18]1[CH:23]=[CH:22][CH:21]=[CH:20][CH:19]=1)=[O:24])[CH2:3][O:4][C:5]1[CH:14]=[CH:13][CH:12]=[C:11]2[C:6]=1[CH2:7][CH2:8][C:9](=[O:15])[NH:10]2. Procedure: Prepared analogous to Example 2 from 5-(2-hydroxy-3-phenylmercapto-propoxy)-3,4-dihydro-carbostyril and hydrogen peroxide. Reactants: [Al+3], C=C, [Cl-], [Cl-], [Cl-], ClCCl, O=C(Cl)Cc1ccc(F)cc1, O. Product: O=C1CCc2cc(F)ccc2C1. RXN SMILES: [Al+3:13].[CH2:16]=[CH2:17].[Cl-:12].[Cl-:14].[Cl-:15].[Cl:19][CH2:20][Cl:21].[F:1][c:2]1[cH:3][cH:4][c:5]([CH2:8][C:9](=[O:10])[Cl:11])[cH:6][cH:7]1.[OH2:18]>>[F:1][c:2]1[cH:3][cH:4][c:5]2[c:6]([cH:7]1)[CH2:16][CH2:17][C:9](=[O:10])[CH2:8]2. The reactants are C(C1=CC=CC=C1)OC1=CC(=C(C2=CC=CC=C12)O)C (4-benzyloxy-2-methylnaphthol), C([O-])([O-])=O.[K+].[K+] (potassium carbonate), ClCC1OC1 (chloromethyloxirane), Cl.C1(=C(C=CC=C1)N1CCNCC1)C (1-(2-tolyl)piperazine hydrochloride). Solvent: C(C)N(CC)CC (triethylamine). Product: Cl.CC1=C(C2=CC=CC=C2C(=C1)O)OCC(CN1CCN(CC1)C1=C(C=CC=C1)C)O (1-(2-Methyl-4-hydroxynaphthoxy)-3-[4-(2-methylphenyl)-1-piperazinyl]propan-2-ol hydrochloride). As a reaction SMILES: C([O:8][C:9]1[C:18]2[C:13](=[CH:14][CH:15]=[CH:16][CH:17]=2)[C:12](O)=[C:11]([CH3:20])[CH:10]=1)C1C=CC=CC=1.C(=O)([O-])[O-:22].[K+].[K+].[Cl:27][CH2:28][CH:29]1[CH2:31][O:30]1.Cl.[C:33]1([CH3:45])[CH:38]=[CH:37][CH:36]=[CH:35][C:34]=1[N:39]1[CH2:44][CH2:43][NH:42][CH2:41][CH2:40]1>C(N(CC)CC)C>[ClH:27].[CH3:20][C:11]1[CH:10]=[C:9]([OH:8])[C:18]2[C:13](=[CH:14][CH:15]=[CH:16][CH:17]=2)[C:12]=1[O:30][CH2:31][CH:29]([OH:22])[CH2:28][N:42]1[CH2:41][CH2:40][N:39]([C:34]2[CH:35]=[CH:36][CH:37]=[CH:38][C:33]=2[CH3:45])[CH2:44][CH2:43]1 |f:1.2.3,5.6,8.9|. Reported procedure: Using 3.7 g of 4-benzyloxy-2-methylnaphthol, 1.4 g of anhydrous potassium carbonate, 5.0 g of chloromethyloxirane, 2.2 g of 1-(2-tolyl)piperazine hydrochloride and 1.2 g of triethylamine, reaction was carried out as in Examples 1-A and 2. The thus obtained crystals were recrystallized from ethanol-isopropyl ether to give 2.3 g, m.p. 261-263° C. (decomp.).